Dataset: the Open Reaction Database (ORD), a public repository of structured organic reaction records. Task: describe an organic reaction: reactants, conditions, products, and yield Reactants: CCOC(=O)CC(=O)CCCOCc1ccccc1, ClCCl, O=S(=O)(Cl)Cl. Reaction SMILES: [CH2:1]([CH3:2])[O:3][C:4]([CH2:5][C:6]([CH2:7][CH2:8][CH2:9][O:10][CH2:11][c:12]1[cH:13][cH:14][cH:15][cH:16][cH:17]1)=[O:18])=[O:19].[Cl:25][CH2:26][Cl:27].[S:20]([Cl:21])(=[O:22])([Cl:23])=[O:24]>>[CH2:1]([CH3:2])[O:3][C:4]([CH:5]([C:6]([CH2:7][CH2:8][CH2:9][O:10][CH2:11][c:12]1[cH:13][cH:14][cH:15][cH:16][cH:17]1)=[O:18])[Cl:23])=[O:19]. The product is CCOC(=O)C(Cl)C(=O)CCCOCc1ccccc1. The reactants are O=C(CC(C(=O)O)c1ccccc1)c1ccccc1, CC(C)(C)OC(=O)C1CCCN1, C1CCOC1. Product: CC(C)(C)OC(=O)C1CCCN1C(=O)C(CC(=O)c1ccccc1)c1ccccc1. RXN SMILES: [C:1]([c:2]1[cH:3][cH:4][cH:5][cH:6][cH:7]1)(=[O:8])[CH2:9][CH:10]([C:11](=[O:12])[OH:13])[c:14]1[cH:15][cH:16][cH:17][cH:18][cH:19]1.[C:20]([CH3:21])([CH3:22])([CH3:23])[O:24][C:25]([CH:26]1[NH:27][CH2:28][CH2:29][CH2:30]1)=[O:31].[O:32]1[CH2:33][CH2:34][CH2:35][CH2:36]1>>[C:1]([c:2]1[cH:3][cH:4][cH:5][cH:6][cH:7]1)(=[O:8])[CH2:9][CH:10]([C:11](=[O:13])[N:27]1[CH:26]([C:25]([O:24][C:20]([CH3:21])([CH3:22])[CH3:23])=[O:31])[CH2:30][CH2:29][CH2:28]1)[c:14]1[cH:15][cH:16][cH:17][cH:18][cH:19]1. Starting materials: N1C(OC(C2=C1C=CC=C2)=O)=O (1H-3,1-benzoxazine-2,4-dione), S(=O)(=O)(O)OCCON (2-(aminooxy)ethanol hemisulfate). Product: NC1=C(C(=O)NOCCO)C=CC=C1 (2-amino-N-(2-hydroxyethoxy)benzamide). The yield is 66.6%. As a reaction SMILES: [NH:1]1[C:6]2[CH:7]=[CH:8][CH:9]=[CH:10][C:5]=2[C:4](=[O:11])OC1=O.S([O:17][CH2:18][CH2:19][O:20][NH2:21])(O)(=O)=O>>[NH2:1][C:6]1[CH:7]=[CH:8][CH:9]=[CH:10][C:5]=1[C:4]([NH:21][O:20][CH2:19][CH2:18][OH:17])=[O:11]. Procedure: 1H-3,1-benzoxazine-2,4-dione (320 mg, 1.96 mmol) and 2-(aminooxy)ethanol hemisulfate (990 mg, 3.92 mmol) were reacting using the procedure of example 15.07, starting material. The crude product was purified by flash chromatography on silica gel eluting with 0 to 80% EtOAc in DCM. The solvent was evaporated to dryness to afford 2-amino-N-(2-hydroxyethoxy)benzamide (256 mg, 66.5%) as a pale yellow oil which solidified on standing. NMR Spectrum: (DMSOd6) 3.57-3.64 (m, 2H), 3.85-3.92 (m, 2H), 4.75 (... Starting materials: C12(CC3CC(CC(C1)C3)C2)COC2=C(C=C(C#N)C=C2)C=2C(=NC=CC2)OC (4-(adamantan-1-ylmethoxy)-3-(2-methoxypyridin-3-yl)benzonitrile), C12(CC3CC(CC(C1)C3)C2)COC2=C(C=C(C#N)C=C2)Br (4-(adamantan-1-ylmethoxy)-3-bromobenzonitrile). Yields the product C12(CC3CC(CC(C1)C3)C2)COC2=C(C=C(C(=O)N)C=C2)Br (4-(adamantan-1-ylmethoxy)-3-bromobenzamide), solid. The yield is 98.0%. RXN SMILES: C12(C[O:12]C3C=CC(C#N)=CC=3C3C(OC)=NC=CC=3)CC3CC(CC(C3)C1)C2.[C:29]12([CH2:39][O:40][C:41]3[CH:48]=[CH:47][C:44]([C:45]#[N:46])=[CH:43][C:42]=3[Br:49])[CH2:38][CH:33]3[CH2:34][CH:35]([CH2:37][CH:31]([CH2:32]3)[CH2:30]1)[CH2:36]2>>[C:29]12([CH2:39][O:40][C:41]3[CH:48]=[CH:47][C:44]([C:45]([NH2:46])=[O:12])=[CH:43][C:42]=3[Br:49])[CH2:30][CH:31]3[CH2:37][CH:35]([CH2:34][CH:33]([CH2:32]3)[CH2:38]1)[CH2:36]2. Procedure: Following the procedure as described in Example 38 step 3 and making variations as required to replace 4-(adamantan-1-ylmethoxy)-3-(2-methoxypyridin-3-yl)benzonitrile with 4-(adamantan-1-ylmethoxy)-3-bromobenzonitrile, the title compound was obtained as a colorless solid (1.80 g, 98%): 1H NMR (300 MHz, CDCl3) δ 7.99-7.97 (m, 1H), 7.74-7.69 (m, 1H), 6.87-6.83 (m, 1H), 5.86 (br s, 2H), 3.57 (s, 2H), 2.02 (br s, 3H), 1.79-1.58 (m, 12H); MS (ES+) m/z: 364.1, 366.1 (M+1). Reactants: ClC1=NC2=C(C=CC=C2C=N1)O (2-chloroquinazolin-8-ol), C(Cl)(Cl)Cl (chloroform). Conditions: temperature 40 celsius. Yields the product ClC1=NC2=C(C=CC(=C2C=N1)Cl)O (2,5-dichloroquinazolin-8-ol). The yield is 65.0%. As a reaction SMILES: [Cl:1][C:2]1[N:11]=[CH:10][C:9]2[C:4](=[C:5]([OH:12])[CH:6]=[CH:7][CH:8]=2)[N:3]=1.C(Cl)(Cl)[Cl:14]>>[Cl:1][C:2]1[N:11]=[CH:10][C:9]2[C:4](=[C:5]([OH:12])[CH:6]=[CH:7][C:8]=2[Cl:14])[N:3]=1. Procedure details: To a solution of 2-chloroquinazolin-8-ol (1 eq) in chloroform was added N-chlosuccinimide (1 eq) and the resulting mixture was heated to 40° C. for 2 h. The chlorination goes to completion giving 2,5-dichloroquinazolin-8-ol in 65% yield. 25% of the reaction was 2,7-dichloroquinazolin-8-ol and 15% of the reaction mixture was 2,5,8-trichloro quinazolin-8-ol. The reaction mixture was concentrated and the crude was purified by silica gel. The structures of the isomers were confirmed by 1H NMR and by... Starting materials: NC1=C(C=CC=2C(C3=CC=CC=C3C(C12)=O)=O)C(=O)O (1-aminoanthraquinone-2-carboxylic acid), C(C)(=O)O (acetic acid), C(=O)=O (carbon dioxide). Reagents/catalysts: [Zn] (zinc). Solvent: O (water). The product is NC1=CC=CC=2C(C3=CC=CC=C3C(C12)=O)=O (1-aminoanthraquinone). Yield: 112.0%. RXN SMILES: [NH2:1][C:2]1[C:15]2[C:14](=[O:16])[C:13]3[C:8](=[CH:9][CH:10]=[CH:11][CH:12]=3)[C:7](=[O:17])[C:6]=2[CH:5]=[CH:4][C:3]=1C(O)=O.C(O)(=O)C.C(=O)=O>[Zn].O>[NH2:1][C:2]1[C:15]2[C:14](=[O:16])[C:13]3[C:8](=[CH:9][CH:10]=[CH:11][CH:12]=3)[C:7](=[O:17])[C:6]=2[CH:5]=[CH:4][CH:3]=1. Procedure: To a three-necked round-bottomed flask equipped with stirrer and reflux condenser was added 5 g (0.014 mole) 1-aminoanthraquinone-2-carboxylic acid, 1 g (0.0037 mole) zinc powder, and 40 ml of 90% acetic acid. The mixture was refluxed gently for 4 hours during which time carbon dioxide was evolved. The reaction mixture was then poured into 200 ml of water and the resulting mixture was heated on a steam bath for 30 minutes. The red solid which precipitated was collected by filtration and washed w...